This data is from the Open Reaction Database (ORD), a public repository of structured organic reaction records. The task is: describe an organic reaction: reactants, conditions, products, and yield Reactants: Cl.N1(CCCC1)CCOC1=CC=C(C(=O)O)C=C1 (4-[2-(1-pyrrolidinyl)ethoxy]benzoic acid hydrochloride), CN(C)C=O (DMF), Cl.C(C1=CC=CC=C1)(=O)Cl (benzoyl chloride hydrochloride), S(=O)(Cl)Cl (thionyl chloride). Solvent: ClCCl (dichloromethane). Yields the product C(C1=CC=CC=C1)(=O)Cl (benzoyl choride). Reaction SMILES: Cl.N1(CCOC2C=CC(C(O)=O)=CC=2)CCCC1.Cl.[C:20]([Cl:28])(=[O:27])[C:21]1[CH:26]=[CH:25][CH:24]=[CH:23][CH:22]=1.S(Cl)(Cl)=O.CN(C=O)C>ClCCl>[C:20]([Cl:28])(=[O:27])[C:21]1[CH:26]=[CH:25][CH:24]=[CH:23][CH:22]=1 |f:0.1,2.3|. Procedure: By converting 4-[2-(1-pyrrolidinyl)ethoxy]benzoic acid hydrochloride into the corresponding benzoyl chloride hydrochloride using thionyl chloride and catalytic DMF in refluxing dichloromethane to form the benzoyl choride, followed by acylation using AlCl3 in 1,2-dichloroethane at 0° C., the title compound was prepared from 2-(4-methoxyphenyl)benzo[b]thiophene in 59% yield as an oil following radial chromatography (SiO2; gradient of 2-5% MeOH in CH2Cl2). The reactants are ClCCl, CCOC(=O)c1ccccc1S(=O)(=O)N=C=O, COc1cc(Cl)nc(N)n1. The product is CCOC(=O)c1ccccc1S(=O)(=O)NC(=O)Nc1nc(Cl)cc(OC)n1. Reaction SMILES: [Cl:28][CH2:29][Cl:30].[N:11](=[C:12]=[O:13])[S:14](=[O:15])(=[O:16])[c:17]1[c:18]([C:19](=[O:20])[O:21][CH2:22][CH3:23])[cH:24][cH:25][cH:26][cH:27]1.[NH2:1][c:2]1[n:3][c:4]([O:9][CH3:10])[cH:5][c:6]([Cl:8])[n:7]1>>[NH:1]([c:2]1[n:3][c:4]([O:9][CH3:10])[cH:5][c:6]([Cl:8])[n:7]1)[C:12]([NH:11][S:14](=[O:15])(=[O:16])[c:17]1[c:18]([C:19](=[O:20])[O:21][CH2:22][CH3:23])[cH:24][cH:25][cH:26][cH:27]1)=[O:13]. Reactants: BrC=1C=C2C(=CN1)N(N=C2C2=NC(=CC=C2)F)C2OCCCC2 (5-bromo-3-(6-fluoropyridin-2-yl)-1-(tetrahydro-2H-pyran-2-yl)-1H-pyrazolo[3,4-c]pyridine), N1(CCNCC1)C(=O)OC(C)(C)C (tert-butyl piperazine-1-carboxylate). The product is BrC=1C=C2C(=CN1)N(N=C2C2=CC=CC(=N2)N2CCN(CC2)C(=O)OC(C)(C)C)C2OCCCC2 (tert-Butyl 4-(6-(5-bromo-1-(tetrahydro-2H-pyran-2-yl)-1H-pyrazolo[3,4-c]pyridin-3-yl)pyridin-2-yl)piperazine-1-carboxylate). The yield is 80.0%. Reaction SMILES: [Br:1][C:2]1[CH:3]=[C:4]2[C:10]([C:11]3[CH:16]=[CH:15][CH:14]=[C:13](F)[N:12]=3)=[N:9][N:8]([CH:18]3[CH2:23][CH2:22][CH2:21][CH2:20][O:19]3)[C:5]2=[CH:6][N:7]=1.[N:24]1([C:30]([O:32][C:33]([CH3:36])([CH3:35])[CH3:34])=[O:31])[CH2:29][CH2:28][NH:27][CH2:26][CH2:25]1>>[Br:1][C:2]1[CH:3]=[C:4]2[C:10]([C:11]3[N:12]=[C:13]([N:27]4[CH2:26][CH2:25][N:24]([C:30]([O:32][C:33]([CH3:36])([CH3:35])[CH3:34])=[O:31])[CH2:29][CH2:28]4)[CH:14]=[CH:15][CH:16]=3)=[N:9][N:8]([CH:18]3[CH2:23][CH2:22][CH2:21][CH2:20][O:19]3)[C:5]2=[CH:6][N:7]=1. Procedure: Following the procedures of Example 144, 5-bromo-3-(6-fluoropyridin-2-yl)-1-(tetrahydro-2H-pyran-2-yl)-1H-pyrazolo[3,4-c]pyridine and tert-butyl piperazine-1-carboxylate were reacted, triturated with ethyl ether, and collected by filtration to afford 910 mg (80%) of tert-Butyl 4-(6-(5-bromo-1-(tetrahydro-2H-pyran-2-yl)-1H-pyrazolo[3,4-c]pyridin-3-yl)pyridin-2-yl)piperazine-1-carboxylate. ESI MS m/z 543.2 (M+1). Reactants: CC1(C)OB(c2ccc3occc3c2)OC1(C)C, CO, Cc1cc2nc(NC(=O)c3ccc(C(C)(C)O)cc3)cc(Cl)n2n1, [Na+], O=C([O-])O. Product: Cc1cc2nc(NC(=O)c3ccc(C(C)(C)O)cc3)cc(-c3ccc4occc4c3)n2n1. Reaction SMILES: [CH3:25][C:26]1([CH3:27])[C:28]([CH3:29])([CH3:30])[O:31][B:32]([c:33]2[cH:34][cH:35][c:36]3[c:37]([cH:38][cH:39][o:40]3)[cH:41]2)[O:42]1.[CH3:48][OH:49].[Cl:1][c:2]1[cH:3][c:4]([NH:12][C:13]([c:14]2[cH:15][cH:16][c:17]([C:20]([CH3:21])([CH3:22])[OH:23])[cH:18][cH:19]2)=[O:24])[n:5][c:6]2[n:7]1[n:8][c:9]([CH3:11])[cH:10]2.[Na+:47].[O-:43][C:44]([OH:45])=[O:46]>>[c:2]1(-[c:33]2[cH:34][cH:35][c:36]3[c:37]([cH:38][cH:39][o:40]3)[cH:41]2)[cH:3][c:4]([NH:12][C:13]([c:14]2[cH:15][cH:16][c:17]([C:20]([CH3:21])([CH3:22])[OH:23])[cH:18][cH:19]2)=[O:24])[n:5][c:6]2[n:7]1[n:8][c:9]([CH3:11])[cH:10]2. Yields the product CCOC(=N)CC(=O)OCC. Starting materials: CCOC(=O)CC#N, CCO, c1ccccc1. RXN SMILES: [C:1](#[N:2])[CH2:3][C:4](=[O:5])[O:6][CH2:7][CH3:8].[CH3:9][CH2:10][OH:11].[cH:12]1[cH:13][cH:14][cH:15][cH:16][cH:17]1>>[C:1](=[NH:2])([CH2:3][C:4](=[O:5])[O:6][CH2:7][CH3:8])[O:11][CH2:10][CH3:9]. The reactants are COC(=O)C1(SCc2ccc(OC)cc2)Cc2cscc2C1, CCO, [K+], C1CCOC1, [OH-], O. Yields the product COc1ccc(CSC2(C(=O)O)Cc3cscc3C2)cc1. Reaction SMILES: [C:1](=[O:2])([O:3][CH3:4])[C:5]1([S:13][CH2:14][c:15]2[cH:16][cH:17][c:18]([O:21][CH3:22])[cH:19][cH:20]2)[CH2:6][c:7]2[c:8]([cH:9][s:10][cH:11]2)[CH2:12]1.[CH3:31][CH2:32][OH:33].[K+:30].[O:24]1[CH2:25][CH2:26][CH2:27][CH2:28]1.[OH-:29].[OH2:23]>>[C:1](=[O:2])([OH:3])[C:5]1([S:13][CH2:14][c:15]2[cH:16][cH:17][c:18]([O:21][CH3:22])[cH:19][cH:20]2)[CH2:6][c:7]2[c:8]([cH:9][s:10][cH:11]2)[CH2:12]1. The reagents and catalysts are CN(C1=CC=NC=C1)C (4-dimethylaminopyridine). The product is NC1=C(C(=O)NC2=CC=C(C=C2)OC)C=CC=C1OC (2-Amino-N-(4-methoxy-phenyl)-3-methoxy-benzamide). Reaction SMILES: [CH3:1][O:2][C:3]1[C:8]2[NH:9]C(O[C:13](=[O:14])[C:7]=2[CH:6]=[CH:5][CH:4]=1)=O.[CH3:15][O:16][C:17]1[CH:22]=[CH:21][C:20]([NH2:23])=[CH:19][CH:18]=1>C(O)C.CN(C)C1C=CN=CC=1>[NH2:9][C:8]1[C:3]([O:2][CH3:1])=[CH:4][CH:5]=[CH:6][C:7]=1[C:13]([NH:23][C:20]1[CH:21]=[CH:22][C:17]([O:16][CH3:15])=[CH:18][CH:19]=1)=[O:14]. The solvent is C(C)O (ethanol). Procedure: To a solution of 27.17 g (0.141 mol) of 8-methoxyisatoic anhydride in 200 mL of ethanol was added a catalytic amount of 4-dimethylaminopyridine and 350 mL of a 1M solution containing 43.0 g (0.350 mol) of p-anisidine. The reaction mixture was stirred and heated under reflux overnight. The reaction flask was then chilled on ice. The precipitate that formed was collected by vacuum filtration and amounted to 34.7 g. An analytical sample (mp 168-169° C.) was obtained by recrystallization from ethano... The reactants are COC1=CC=CC2=C1NC(=O)OC2=O (8-methoxyisatoic anhydride), solution, COC1=CC=C(C=C1)N (p-anisidine). Reactants: CC1(OCCC2=C1NC1=CC=CC=C21)CC(=O)N (1-Methyl-1,3,4,9-tetrahydropyrano[3,4-b]indole-1-acetamide), F[B-](F)(F)F.C(C)[O+](CC)CC (triethyloxonium fluoroborate). The solvent is C(Cl)Cl (methylene chloride). Procedure details: 1-Methyl-1,3,4,9-tetrahydropyrano[3,4-b]indole-1-acetamide (20.0 g., 0.817 mole), described in Example 126, is dissolved in dry methylene chloride (400 ml) and freshly prepared triethyloxonium fluoroborate (17.00 g., 0.894 mole) is added in one portion to the solution. The reaction mixture is stirred at room temperature for 2 hr. The methylene chloride solution is washed with cold 30% aqueous potassium carbonate followed by brine and the dried organic layer is concentrated under reduced pressure... Run at time 2 hour. RXN SMILES: [CH3:1][C:2]1([CH2:15][C:16]([NH2:18])=[O:17])[C:7]2[NH:8][C:9]3[C:14]([C:6]=2[CH2:5][CH2:4][O:3]1)=[CH:13][CH:12]=[CH:11][CH:10]=3.F[B-](F)(F)F.[CH2:24]([O+](CC)CC)[CH3:25]>C(Cl)Cl>[CH2:24]([O:17][C:16](=[NH:18])[CH2:15][C:2]1([CH3:1])[C:7]2[NH:8][C:9]3[C:14]([C:6]=2[CH2:5][CH2:4][O:3]1)=[CH:13][CH:12]=[CH:11][CH:10]=3)[CH3:25] |f:1.2|. Yields the product C(C)OC(CC1(OCCC2=C1NC1=CC=CC=C21)C)=N (ethyl-1-methyl-1,3,4,9-tetrahydropyrano[3,4-b]indole-1-acetimidate). Reactants: FC(C=1C=C(C(C2=C(C=C(C=C2)O)O)(O)CC)C=CC1)(F)F (3-trifluoromethyl-2',4'-dihydroxy-α-ethyl-benzhydrol), C(CCC)N=C=O (butyl isocyanate). Reagents/catalysts: CN(C1=CC=NC=C1)C (4-dimethylamino-pyridine). Solvent: ClCCl (dichloromethane). Product: FC(C=1C=C(C(C2=C(C=C(C=C2)OC(NCCCC)=O)OC(NCCCC)=O)(O)CC)C=CC1)(F)F (3-Trifluoromethyl-2',4'-bis(N-butyl-carbamyloxy)-α-ethyl-benzhydrol). RXN SMILES: [F:1][C:2]([F:22])([F:21])[C:3]1[CH:4]=[C:5]([CH:18]=[CH:19][CH:20]=1)[C:6]([CH2:16][CH3:17])([OH:15])[C:7]1[CH:12]=[CH:11][C:10]([OH:13])=[CH:9][C:8]=1[OH:14].[CH2:23]([N:27]=[C:28]=[O:29])[CH2:24][CH2:25][CH3:26]>CN(C)C1C=CN=CC=1.ClCCl>[F:1][C:2]([F:21])([F:22])[C:3]1[CH:4]=[C:5]([CH:18]=[CH:19][CH:20]=1)[C:6]([CH2:16][CH3:17])([OH:15])[C:7]1[CH:12]=[CH:11][C:10]([O:13][C:28](=[O:29])[NH:27][CH2:23][CH2:24][CH2:25][CH3:26])=[CH:9][C:8]=1[O:14][C:28](=[O:29])[NH:27][CH2:23][CH2:24][CH2:25][CH3:26]. Procedure: 6.2 g. of 3-trifluoromethyl-2',4'-dihydroxy-α-ethyl-benzhydrol, 4.4 g. of butyl isocyanate and 0.06 g. of 4-dimethylamino-pyridine in 40 ml. of dichloromethane are refluxed for 60 minutes. The reaction mixture is cooled down, and the organic phase is extracted with a 5% aqueous potassium hydroxide solution and washed to neutral with water. The organic phase is dried over anhydrous magnesium sulfate, filtered and solvent is distilled off under reduced pressure. Crystallization of the residue from...